describe an organic reaction: reactants, conditions, products, and yield From a dataset of the Open Reaction Database (ORD), a public repository of structured organic reaction records. RXN SMILES: [CH3:34][C:35](=[O:36])[O-:37].[CH3:38][S:39]([CH3:40])=[O:41].[CH3:46][c:47]1[cH:48][cH:49][c:50]([CH3:51])[cH:52][cH:53]1.[Cl:1][c:2]1[c:3]([C:4]#[N:5])[cH:6][cH:7][cH:8][cH:9]1.[Na+:20].[Na+:21].[Na+:33].[O-:22][C:23](=[O:24])[O-:25].[OH2:45].[OH:26][CH2:27][CH2:28][NH:29][CH2:30][CH2:31][OH:32].[Pd:42]([Cl:43])[Cl:44].[c:10]1([CH3:19])[cH:11][cH:12][c:13]([B:16]([OH:17])[OH:18])[cH:14][cH:15]1>>[c:2]1(-[c:13]2[cH:12][cH:11][c:10]([CH3:19])[cH:15][cH:14]2)[c:3]([C:4]#[N:5])[cH:6][cH:7][cH:8][cH:9]1. The product is Cc1ccc(-c2ccccc2C#N)cc1. The reactants are CC(=O)[O-], CS(C)=O, Cc1ccc(C)cc1, N#Cc1ccccc1Cl, [Na+], [Na+], [Na+], O=C([O-])[O-], O, OCCNCCO, Cl[Pd]Cl, Cc1ccc(B(O)O)cc1. Reactants: ClC1=NC=C(C=2C=CC(=NC12)C)B(O)O (8-chloro-2-methyl-[1,7]naphthyridine-5-boronic acid), BrC=1C=NC(=NC1)C (5-bromo-2-methylpyrimidine), NC=1N=C(SC1)C (4-amino-2-methylthiazole). Product: CC1=NC2=C(N=CC(=C2C=C1)C=1C=NC(=NC1)C)NC=1N=C(SC1)C ([2-Methyl-5-(2-methyl-pyrimidin-5-yl)-[1,7]naphthyridin-8-yl]-(2-methyl-thiazol-4-yl)-amine). RXN SMILES: Cl[C:2]1[C:11]2[N:10]=[C:9]([CH3:12])[CH:8]=[CH:7][C:6]=2[C:5](B(O)O)=[CH:4][N:3]=1.Br[C:17]1[CH:18]=[N:19][C:20]([CH3:23])=[N:21][CH:22]=1.[NH2:24][C:25]1[N:26]=[C:27]([CH3:30])[S:28][CH:29]=1>>[CH3:12][C:9]1[CH:8]=[CH:7][C:6]2[C:11](=[C:2]([NH:24][C:25]3[N:26]=[C:27]([CH3:30])[S:28][CH:29]=3)[N:3]=[CH:4][C:5]=2[C:17]2[CH:18]=[N:19][C:20]([CH3:23])=[N:21][CH:22]=2)[N:10]=1. Procedure details: The title compound, MS: m/e=349.2 (M+H+), was prepared in accordance with the general method of example 15 step 1 and step 3 from 8-chloro-2-methyl-[1,7]naphthyridine-5-boronic acid (Example L), 5-bromo-2-methylpyrimidine and 4-amino-2-methylthiazole (Example F).